From a dataset of the Open Reaction Database (ORD), a public repository of structured organic reaction records. describe an organic reaction: reactants, conditions, products, and yield Starting materials: C#CCBr, C1CCNCC1, C=CCC1(N2CCCCC2)CC(C)(C)CC(C)(C)C1, Cl. Yields the product C#CCC1(N2CCCCC2)CC(C)(C)CC(C)(C)C1, Cl. As a reaction SMILES: [Br:27][CH2:28][C:29]#[CH:30].[CH2:1]1[CH2:2][CH2:3][NH:4][CH2:5][CH2:6]1.[CH2:8]([CH:9]=[CH2:10])[C:11]1([N:21]2[CH2:22][CH2:23][CH2:24][CH2:25][CH2:26]2)[CH2:12][C:13]([CH3:19])([CH3:20])[CH2:14][C:15]([CH3:17])([CH3:18])[CH2:16]1.[ClH:7]>>[CH2:8]([C:9]#[CH:10])[C:11]1([N:21]2[CH2:22][CH2:23][CH2:24][CH2:25][CH2:26]2)[CH2:12][C:13]([CH3:19])([CH3:20])[CH2:14][C:15]([CH3:17])([CH3:18])[CH2:16]1.[ClH:7].